describe an organic reaction: reactants, conditions, products, and yield From a dataset of the Open Reaction Database (ORD), a public repository of structured organic reaction records. The reactants are O=C1CCCC(=O)O1, CCCN(CCc1cccs1)C1CCc2cccc(O)c2C1, c1ccncc1. The product is O=C(O)CCCC(=O)O. Reaction SMILES: [C:23]1(=[O:30])[CH2:24][CH2:25][CH2:26][C:27](=[O:28])[O:29]1.[OH:1][c:2]1[cH:3][cH:4][cH:5][c:6]2[c:7]1[CH2:8][CH:9]([N:10]([CH2:11][CH2:12][CH3:13])[CH2:14][CH2:15][c:16]1[s:17][cH:18][cH:19][cH:20]1)[CH2:21][CH2:22]2.[cH:31]1[cH:32][cH:33][n:34][cH:35][cH:36]1>>[O:1]=[C:27]([CH2:26][CH2:25][CH2:24][C:23]([OH:29])=[O:30])[OH:28]. Product: NC=1C(=NC2=CC(=CC=C2C1)N1CCN(CC1)C)C(=O)NC=1C=NC=CC1N1C[C@H](C[C@H](C1)C)N (3-Amino-N-{4-[(3S,5R)-3-amino-5-methylpiperidin-1-yl]pyridin-3-yl}-7-(4-methylpiperazin-1-yl)quinoline-2-carboxamide). Solvent: CC(=O)O (AcOH). Conditions: time 2 hour. The reactants are C(C)(C)(C)OC(=O)N[C@@H]1CN(C[C@@H](C1)C)C1=C(C=NC=C1)NC(=O)C1=NC2=CC(=CC=C2C=C1NC(OCC1=CC=CC=C1)=O)N1CCN(CC1)C (benzyl [2-{[(4-{(3S,5R)-3-[(tert-butoxycarbonyl)amino]-5-methylpiperidin-1-yl}pyridin-3-yl)amino]carbonyl}-7-(4-methylpiperazin-1-yl)quinolin-3-yl]carbamate), Br (HBr). Procedure: A mixture of benzyl [2-{[(4-{(3S,5R)-3-[(tert-butoxycarbonyl)amino]-5-methylpiperidin-1-yl}pyridin-3-yl)amino]carbonyl}-7-(4-methylpiperazin-1-yl)quinolin-3-yl]carbamate (0.006 g, 0.008 mmol) and 2 mL of 4.0 M HBr in AcOH was stirred at room temperature for 2 h. The solution was then concentrated under reduced pressure and the resulting residue was treated with 4.5 mL of MeOH and 0.5 mL of NH4OH solution. The mixture was filtered and purified by preparative HPLC (XBridge™ C18 column, eluting wit... Reaction SMILES: C(OC([NH:8][C@H:9]1[CH2:14][C@@H:13]([CH3:15])[CH2:12][N:11]([C:16]2[CH:21]=[CH:20][N:19]=[CH:18][C:17]=2[NH:22][C:23]([C:25]2[C:34]([NH:35]C(=O)OCC3C=CC=CC=3)=[CH:33][C:32]3[C:27](=[CH:28][C:29]([N:46]4[CH2:51][CH2:50][N:49]([CH3:52])[CH2:48][CH2:47]4)=[CH:30][CH:31]=3)[N:26]=2)=[O:24])[CH2:10]1)=O)(C)(C)C.Br>CC(O)=O>[NH2:35][C:34]1[C:25]([C:23]([NH:22][C:17]2[CH:18]=[N:19][CH:20]=[CH:21][C:16]=2[N:11]2[CH2:12][C@H:13]([CH3:15])[CH2:14][C@H:9]([NH2:8])[CH2:10]2)=[O:24])=[N:26][C:27]2[C:32]([CH:33]=1)=[CH:31][CH:30]=[C:29]([N:46]1[CH2:51][CH2:50][N:49]([CH3:52])[CH2:48][CH2:47]1)[CH:28]=2. The reactants are CN(C)C=O, N#CC(C#N)Cc1ccc(Cl)cc1, [H-], FC(F)(F)C(F)(F)CCI, [Na+]. Product: N#CC(C#N)(CCC(F)(F)C(F)(F)F)Cc1ccc(Cl)cc1. RXN SMILES: [CH3:26][N:27]([CH3:28])[CH:29]=[O:30].[Cl:1][c:2]1[cH:3][cH:4][c:5]([CH2:6][CH:7]([C:8]#[N:9])[C:10]#[N:11])[cH:12][cH:13]1.[H-:14].[I:16][CH2:17][CH2:18][C:19]([C:20]([F:21])([F:22])[F:23])([F:24])[F:25].[Na+:15]>>[Cl:1][c:2]1[cH:3][cH:4][c:5]([CH2:6][C:7]([C:8]#[N:9])([C:10]#[N:11])[CH2:17][CH2:18][C:19]([C:20]([F:21])([F:22])[F:23])([F:24])[F:25])[cH:12][cH:13]1. Starting materials: CC[O-].[Na+] (NaOEt), C(C)OC=C(C(=O)OCC)C(=O)OCC (diethyl 2-(ethoxymethylene)malonate), O.NN (hydrazine monohydrate), Cl (HCl). The solvent is CCO (EtOH). Run at temperature 80 celsius. Yields the product OC1=NNC=C1C(=O)OCC (ethyl 3-hydroxy-1H-pyrazole-4-carboxylate). Yield: 54.4%. RXN SMILES: CC[O-].[Na+].C([O:7][CH:8]=[C:9]([C:15]([O:17][CH2:18][CH3:19])=[O:16])[C:10](OCC)=O)C.O.[NH2:21][NH2:22].Cl>CCO>[OH:7][C:8]1[C:9]([C:15]([O:17][CH2:18][CH3:19])=[O:16])=[CH:10][NH:22][N:21]=1 |f:0.1,3.4|. Reported procedure: To a solution of NaOEt in EtOH (60 mL, 21 w %) were added diethyl 2-(ethoxymethylene)malonate (10.4 mL, 52.0 mmol) and hydrazine monohydrate (5.04 mL, 104 mmol) with cooling in an ice-water bath. The resulting mixture was then heated at 80° C. for 4 h. After cooling to rt, HCl (1 N, 180 mL) was added to the reaction mixture and then extracted with EtOAc three time. The combined organic layers were washed with brine and dried over Na2SO4. A solid obtained after evaporation was washed with ether a... The reactants are ester, CC(CC(=O)O)CC(C)(C)C (3,5,5-trimethylhexanoic acid), OCC(CO)(CO)CO (pentaerythritol), carboxylate. Yields the product OCC(CO)(CO)CO (pentaerythritol), C(C)C(C(=O)O)CCCC.CC(CC(=O)O)CC(C)(C)C (2-ethylhexanoic acid 3,5,5-trimethylhexanoic acid). Reaction SMILES: [CH3:1][CH:2]([CH2:7][C:8]([CH3:11])([CH3:10])[CH3:9])[CH2:3][C:4]([OH:6])=[O:5].[OH:12][CH2:13][C:14]([CH2:19][OH:20])([CH2:17][OH:18])[CH2:15][OH:16]>>[OH:12][CH2:13][C:14]([CH2:19][OH:20])([CH2:17][OH:18])[CH2:15][OH:16].[CH2:13]([CH:3]([CH2:2][CH2:7][CH2:8][CH3:11])[C:4]([OH:6])=[O:5])[CH3:14].[CH3:1][CH:2]([CH2:7][C:8]([CH3:9])([CH3:11])[CH3:10])[CH2:3][C:4]([OH:6])=[O:5] |f:3.4|. Procedure details: Specific examples of such ester compounds include a carboxylate mixture formed between pentaerythritol and n-pentanoic acid/3,5,5-trimethylhexanoic acid, a carboxylate mixture formed between pentaerythritol and n-pentanoic acid/2-methylbutyric acid/3,5,5-trimethylhexanoic acid, a carboxylate mixture formed between pentaerythritol and n-heptanoic acid/3,5,5-trimethylhexanoic acid, a carboxylate mixture formed between pentaerythritol and n-octanoic acid/3,5,5-trimethylhexanoic acid, a carboxylate ... Starting materials: C(C)N(CCN1C(=NC2=C1N=C(C=C2)OC)O)CC (1-(2-diethylaminoethyl)-2-hydroxy-6-methoxy-7-aza-benzimidazole). Solvent: Br (hydrobromic acid). Product: C(C)N(CCN1C(=NC2=C1N=C(C=C2)O)O)CC (1-(2-Diethylaminoethyl)-2,6-dihydroxy-7-aza-benzimidazole). RXN SMILES: [CH2:1]([N:3]([CH2:18][CH3:19])[CH2:4][CH2:5][N:6]1[C:10]2[N:11]=[C:12]([O:15]C)[CH:13]=[CH:14][C:9]=2[N:8]=[C:7]1[OH:17])[CH3:2]>Br>[CH2:18]([N:3]([CH2:1][CH3:2])[CH2:4][CH2:5][N:6]1[C:10]2[N:11]=[C:12]([OH:15])[CH:13]=[CH:14][C:9]=2[N:8]=[C:7]1[OH:17])[CH3:19]. Procedure: 10 grams of 1-(2-diethylaminoethyl)-2-hydroxy-6-methoxy-7-aza-benzimidazole were boiled for 5 hours at reflux in 100 ml of 48% hydrobromic acid and the solution evaporated in a vacuum. The residue was stirred with isopropanol, filtered with suction and then recrystallized twice from ethanol under the addition of activated carbon.